Task: describe an organic reaction: reactants, conditions, products, and yield. Dataset: the Open Reaction Database (ORD), a public repository of structured organic reaction records Reactants: BrC1=CC(=C(C=C1)NC(NC1=CC=C(C(=O)O)C=C1)=O)F (4-[3-(4-bromo-2-fluoro-phenyl)-ureido]-benzoic acid), CN(C)C=O (DMF), C=1C=CC2=C(C1)N=NN2O (HOBt), CCN=C=NCCCN(C)C.Cl (EDC.HCl), TEA. Run in O (water). Reaction conditions: time 10 hour. The product is BrC1=CC(=C(C=C1)NC(NC1=CC=C(C(=O)N(C)C)C=C1)=O)F (4-[3-(4-Bromo-2-fluoro-phenyl)-ureido]-N,N-dimethyl-benzamide). Yield: 51.1%. As a reaction SMILES: [Br:1][C:2]1[CH:7]=[CH:6][C:5]([NH:8][C:9](=[O:20])[NH:10][C:11]2[CH:19]=[CH:18][C:14]([C:15]([OH:17])=O)=[CH:13][CH:12]=2)=[C:4]([F:21])[CH:3]=1.[CH3:22][N:23](C=O)[CH3:24].C1C=CC2N(O)N=NC=2C=1.CCN=C=NCCCN(C)C.Cl>O>[Br:1][C:2]1[CH:7]=[CH:6][C:5]([NH:8][C:9](=[O:20])[NH:10][C:11]2[CH:12]=[CH:13][C:14]([C:15]([N:23]([CH3:24])[CH3:22])=[O:17])=[CH:18][CH:19]=2)=[C:4]([F:21])[CH:3]=1 |f:3.4|. Procedure: To a solution of 4-[3-(4-bromo-2-fluoro-phenyl)-ureido]-benzoic acid (0.5 g, 0.014 mol) in DMF (5 mL) N,N-dimethylamine hydrochloride (0.14 g, 0.0017 mol), HOBt (0.25 g, 0.0.0018 mol), EDC.HCl (0.41 g, 0.0021 mol) and TEA (0.4 mL, 0.0028 mol) were added. The reaction mixture was stirred at room temperature for 10 h. The reaction mixture was diluted with water and extracted with ethyl acetate (3×15 mL). The organic layer was washed with water, brine and dried over sodium sulfate. The solvent was ...